Dataset: the Open Reaction Database (ORD), a public repository of structured organic reaction records. Task: describe an organic reaction: reactants, conditions, products, and yield The reactants are CCCCc1oc2ccccc2c1C(=O)c1ccc(O)cc1, O=C(O)c1ccc(S(=O)(=O)Cl)cc1O. Product: CCCCc1oc2ccccc2c1C(=O)c1ccc(S(=O)(=O)c2ccc(C(=O)O)c(O)c2)cc1. As a reaction SMILES: [CH2:1]([CH2:2][CH2:3][CH3:4])[c:5]1[o:6][c:7]2[c:8]([c:9]1[C:10]([c:11]1[cH:12][cH:13][c:14]([OH:17])[cH:15][cH:16]1)=[O:18])[cH:19][cH:20][cH:21][cH:22]2.[Cl:23][S:24](=[O:25])(=[O:26])[c:27]1[cH:28][c:29]([OH:36])[c:30]([C:31](=[O:32])[OH:33])[cH:34][cH:35]1>>[CH2:1]([CH2:2][CH2:3][CH3:4])[c:5]1[o:6][c:7]2[c:8]([c:9]1[C:10]([c:11]1[cH:12][cH:13][c:14]([S:24](=[O:25])(=[O:26])[c:27]3[cH:28][c:29]([OH:36])[c:30]([C:31](=[O:32])[OH:33])[cH:34][cH:35]3)[cH:15][cH:16]1)=[O:18])[cH:19][cH:20][cH:21][cH:22]2.